From a dataset of the Open Reaction Database (ORD), a public repository of structured organic reaction records. describe an organic reaction: reactants, conditions, products, and yield Starting materials: Cl.O1C(COC2=C1C=CC=C2)CNCC(=O)C2=CC1=C(OCO1)C=C2 (5-[2-{(1,4-benzodioxan-2-ylmethyl)amino}acetyl]-1,3-benzodioxole hydrochloride), [OH-].[Na+] (sodium hydroxide), [BH4-].[Na+] (sodium borohydride). Solvent: CO (methanol). Run at time 6 hour. Yields the product O1C(COC2=C1C=CC=C2)CNCC(O)C2=CC1=C(OCO1)C=C2 (5-[2-{(1,4-benzodioxan-2-ylmethyl)amino}-1-hydroxyethyl]-1,3-benzodioxole). The yield is 88.4%. Reaction SMILES: Cl.[O:2]1[C:7]2[CH:8]=[CH:9][CH:10]=[CH:11][C:6]=2[O:5][CH2:4][CH:3]1[CH2:12][NH:13][CH2:14][C:15]([C:17]1[CH:25]=[CH:24][C:20]2[O:21][CH2:22][O:23][C:19]=2[CH:18]=1)=[O:16].[OH-].[Na+].[BH4-].[Na+]>CO>[O:2]1[C:7]2[CH:8]=[CH:9][CH:10]=[CH:11][C:6]=2[O:5][CH2:4][CH:3]1[CH2:12][NH:13][CH2:14][CH:15]([C:17]1[CH:25]=[CH:24][C:20]2[O:21][CH2:22][O:23][C:19]=2[CH:18]=1)[OH:16] |f:0.1,2.3,4.5|. Procedure details: In 15 ml of methanol is dissolved 1.0 g of 5-[2-{(1,4-benzodioxan-2-ylmethyl)amino}acetyl]-1,3-benzodioxole hydrochloride prepared according to the procedure described in Example 3 and the solution is neutralized with 2N sodium hydroxide. Thereafter, 100 mg of sodium borohydride is added and the mixture is stirred for 6 hours at room temperature. After completion of the reaction, the solvent is distilled off and the residue is dissolved in ethyl acetate and washed twice with saturated sodium chl... Yield: 90.5%. The reactants are OC=1C2=C(N=C(N1)SC)C=CS2 (4-Hydroxy-2-methylthiothiopheno[3,2-d ]pyrimidine), P(=O)(Cl)(Cl)Cl (phosphoryl chloride), CN(C1=CC=CC=C1)C (N,N-dimethylaniline). Procedure details: 4-Hydroxy-2-methylthiothiopheno[3,2-d ]pyrimidine (15.4 g, 78 mmol) was combined with 50 mL of dry acetonitrile and 29 mL (312 mmol) of phosphoryl chloride and 10 mL (78 mmol) of N,N-dimethylaniline were added with stirring. The mixture was heated to reflux with stirring for 2 hours. It was then allowed to cool and most of the acetonitrile was removed by evaporation under reduced pressure. The residue was poured slowly into 200 mL of cold water with cooling and agitation. The resulting mixture w... RXN SMILES: O[C:2]1[C:3]2[S:12][CH:11]=[CH:10][C:4]=2[N:5]=[C:6]([S:8][CH3:9])[N:7]=1.P(Cl)(Cl)([Cl:15])=O.CN(C)C1C=CC=CC=1>C(#N)C>[Cl:15][C:2]1[C:3]2[S:12][CH:11]=[CH:10][C:4]=2[N:5]=[C:6]([S:8][CH3:9])[N:7]=1. The solvent is C(C)#N (acetonitrile), C(C)#N (acetonitrile). Product: ClC=1C2=C(N=C(N1)SC)C=CS2 (4-Chloro-2-methylthiothiopheno [3,2-d]pyrimidine). Reaction SMILES: [CH3:1][C@H:2]1[CH2:6][CH2:5][CH2:4][N:3]1[C:7]1[C:8](OS(C(F)(F)F)(=O)=O)=[N:9][C:10]2[C:15]([N:16]=1)=[CH:14][C:13]([C:17]([O:19][CH3:20])=[O:18])=[CH:12][CH:11]=2.[F:29][C:30]1[CH:35]=[C:34]([F:36])[CH:33]=[CH:32][C:31]=1B(O)O.[O-]P([O-])([O-])=O.[K+].[K+].[K+]>O1CCOCC1.O.C1C=CC([P]([Pd]([P](C2C=CC=CC=2)(C2C=CC=CC=2)C2C=CC=CC=2)([P](C2C=CC=CC=2)(C2C=CC=CC=2)C2C=CC=CC=2)[P](C2C=CC=CC=2)(C2C=CC=CC=2)C2C=CC=CC=2)(C2C=CC=CC=2)C2C=CC=CC=2)=CC=1>[F:29][C:30]1[CH:35]=[C:34]([F:36])[CH:33]=[CH:32][C:31]=1[C:8]1[C:7]([N:3]2[CH2:4][CH2:5][CH2:6][C@@H:2]2[CH3:1])=[N:16][C:15]2[C:10](=[CH:11][CH:12]=[C:13]([C:17]([O:19][CH3:20])=[O:18])[CH:14]=2)[N:9]=1 |f:2.3.4.5,^1:58,60,79,98|. The reactants are C[C@@H]1N(CCC1)C=1C(=NC2=CC=C(C=C2N1)C(=O)OC)OS(=O)(=O)C(F)(F)F ((S)-methyl 3-(2-methylpyrrolidin-1-yl)-2-(trifluoromethylsulfonyloxy)quinoxaline-6-carboxylate), FC1=C(C=CC(=C1)F)B(O)O (2,4-difluorophenylboronic acid), [O-]P(=O)([O-])[O-].[K+].[K+].[K+] (K3PO4). Reaction conditions: temperature 90 celsius, time 1 hour. The yield is 83.3%. Procedure details: To a solution of (S)-methyl 3-(2-methylpyrrolidin-1-yl)-2-(trifluoromethylsulfonyloxy)quinoxaline-6-carboxylate (150 mg, 0.36 mmol) in dioxane (5 mL) was added 2,4-difluorophenylboronic acid (113 mg, 0.72 mmol), K3PO4 (152 mg, 0.72 mmol), Pd(PPh3)4 (20 mg, 0.02 mmol) and water (3 drops). The resulting solution was stirred for 1 hour at 90° C. and then concentrated in vacuo to give a residue, which was purified by silica gel column chromatography (5% ethyl acetate in petroleum ether) to afford (S... The reagents and catalysts are O (water), C=1C=CC(=CC1)[P](C=2C=CC=CC2)(C=3C=CC=CC3)[Pd]([P](C=4C=CC=CC4)(C=5C=CC=CC5)C=6C=CC=CC6)([P](C=7C=CC=CC7)(C=8C=CC=CC8)C=9C=CC=CC9)[P](C=1C=CC=CC1)(C=1C=CC=CC1)C=1C=CC=CC1 (Pd(PPh3)4). Solvent: O1CCOCC1 (dioxane). Product: FC1=C(C=CC(=C1)F)C1=NC2=CC=C(C=C2N=C1N1[C@H](CCC1)C)C(=O)OC ((S)-methyl 2-(2,4-difluorophenyl)-3-(2-methylpyrrolidin-1-yl)quinoxaline-6-carboxylate). Starting materials: O=C1CCCC(=O)C1, O=C([O-])[O-], CC#N, [K+], [K+], CS(=O)(=O)c1ccc(C(=O)n2cncn2)c([N+](=O)[O-])c1. The product is CS(=O)(=O)c1ccc(C(=O)C2C(=O)CCCC2=O)c([N+](=O)[O-])c1. RXN SMILES: [C:21]1(=[O:28])[CH2:22][C:23](=[O:27])[CH2:24][CH2:25][CH2:26]1.[C:29](=[O:30])([O-:31])[O-:32].[CH3:35][C:36]#[N:37].[K+:33].[K+:34].[N+:1](=[O:2])([O-:3])[c:4]1[c:5]([C:6](=[O:7])[n:8]2[cH:9][n:10][cH:11][n:12]2)[cH:13][cH:14][c:15]([S:17](=[O:18])(=[O:19])[CH3:20])[cH:16]1>>[N+:1](=[O:2])([O-:3])[c:4]1[c:5]([C:6](=[O:7])[CH:22]2[C:21](=[O:28])[CH2:26][CH2:25][CH2:24][C:23]2=[O:27])[cH:13][cH:14][c:15]([S:17](=[O:18])(=[O:19])[CH3:20])[cH:16]1.